This data is from the Open Reaction Database (ORD), a public repository of structured organic reaction records. The task is: describe an organic reaction: reactants, conditions, products, and yield Reactants: CCOC(C)=O, O=C1OC2(CCNCC2)c2ccccc21, O=C(Cl)NC1CCC2(CC1)OCCO2. The product is O=C1OC2(CCN(C(=O)NC3CCC4(CC3)OCCO4)CC2)c2ccccc21. Reaction SMILES: [CH3:30][CH2:31][O:32][C:33]([CH3:34])=[O:35].[NH:1]1[CH2:2][CH2:3][C:4]2([O:5][C:6](=[O:13])[c:7]3[cH:8][cH:9][cH:10][cH:11][c:12]32)[CH2:14][CH2:15]1.[O:16]1[CH2:17][CH2:18][O:19][C:20]12[CH2:21][CH2:22][CH:23]([NH:26][C:27](=[O:28])[Cl:29])[CH2:24][CH2:25]2>>[N:1]1([C:27]([NH:26][CH:23]2[CH2:22][CH2:21][C:20]3([O:16][CH2:17][CH2:18][O:19]3)[CH2:25][CH2:24]2)=[O:28])[CH2:2][CH2:3][C:4]2([O:5][C:6](=[O:13])[c:7]3[cH:8][cH:9][cH:10][cH:11][c:12]32)[CH2:14][CH2:15]1. Reactants: CO, ClCCl, NN, O=C1c2ccccc2C(=O)N1CCc1ccc(N2C(=O)N(c3ccc(Cl)cc3Cl)Cc3cnc(Nc4ccccc4)nc32)cc1, O. Product: NCCc1ccc(N2C(=O)N(c3ccc(Cl)cc3Cl)Cc3cnc(Nc4ccccc4)nc32)cc1. As a reaction SMILES: [CH3:52][OH:53].[Cl:49][CH2:50][Cl:51].[NH2:47][NH2:48].[NH:1]([c:2]1[cH:3][cH:4][cH:5][cH:6][cH:7]1)[c:8]1[n:9][cH:10][c:11]2[c:12]([n:13]1)[N:14]([c:27]1[cH:28][cH:29][c:30]([CH2:33][CH2:34][N:35]3[C:36](=[O:37])[c:38]4[cH:39][cH:40][cH:41][cH:42][c:43]4[C:44]3=[O:45])[cH:31][cH:32]1)[C:15](=[O:26])[N:16]([c:18]1[c:19]([Cl:25])[cH:20][c:21]([Cl:24])[cH:22][cH:23]1)[CH2:17]2.[OH2:46]>>[NH:1]([c:2]1[cH:3][cH:4][cH:5][cH:6][cH:7]1)[c:8]1[n:9][cH:10][c:11]2[c:12]([n:13]1)[N:14]([c:27]1[cH:28][cH:29][c:30]([CH2:33][CH2:34][NH2:35])[cH:31][cH:32]1)[C:15](=[O:26])[N:16]([c:18]1[c:19]([Cl:25])[cH:20][c:21]([Cl:24])[cH:22][cH:23]1)[CH2:17]2. Starting materials: Br (hydrogen bromide), BrCC=1C(=CC=CC1)C(=O)OCC (ethyl α-bromo-o-toluate), OC1=CC=CN2C1=NC=C(C2=O)C(=O)OCC (9-hydroxy-4-oxo-4H-pyrido[1,2-α]pyrimidine-3-carboxylic acid, ethyl ester), P(=O)(O)([O-])[O-].[K+].[K+] (dipotassium hydrogen phosphate). Solvent: C(C)(=O)O (acetic acid), C(C)(=O)O (acetic acid), CC(=O)CC (ethyl methyl ketone). Yields the product Br.C(=O)(OCC)C1=C(COC2=CC=CN3C2=NC=C(C3=O)C(=O)OCC)C=CC=C1 (9-[[(o-carboethoxy)benzyl]oxy]-4-oxo-4H-pyrido[1,2-α]-pyrimidine-3-carboxylic Acid, Ethyl Ester, Hydrobromide). Reaction SMILES: [Br:1][CH2:2][C:3]1[C:4]([C:9]([O:11][CH2:12][CH3:13])=[O:10])=[CH:5][CH:6]=[CH:7][CH:8]=1.[OH:14][C:15]1[C:20]2=[N:21][CH:22]=[C:23]([C:26]([O:28][CH2:29][CH3:30])=[O:27])[C:24](=[O:25])[N:19]2[CH:18]=[CH:17][CH:16]=1.P([O-])([O-])(O)=O.[K+].[K+].Br>C(O)(=O)C.CC(CC)=O>[BrH:1].[C:9]([C:4]1[CH:5]=[CH:6][CH:7]=[CH:8][C:3]=1[CH2:2][O:14][C:15]1[C:20]2=[N:21][CH:22]=[C:23]([C:26]([O:28][CH2:29][CH3:30])=[O:27])[C:24](=[O:25])[N:19]2[CH:18]=[CH:17][CH:16]=1)([O:11][CH2:12][CH3:13])=[O:10] |f:2.3.4,8.9|. Procedure: To a solution of 5.0 g of ethyl α-bromo-o-toluate, 4.7 g of 9-hydroxy-4-oxo-4H-pyrido[1,2-α]pyrimidine-3-carboxylic acid, ethyl ester, and 200 ml of ethyl methyl ketone is added 3.9 g of anhydrous dipotassium hydrogen phosphate and the mixture stired and heated under reflux for 18 hours. The cooled mixture is filtered, and the filtrate is concentrated in vacuo to give a semi-solid product. To this product, 3.9 g, in 10 ml of acetic acid is added a solution of 0.81 g of hydrogen bromide in 4 ml o...